Dataset: the Open Reaction Database (ORD), a public repository of structured organic reaction records. Task: describe an organic reaction: reactants, conditions, products, and yield Reactants: FC(C=1C=C(C=C(C1)C(F)(F)F)C(=O)N1C[C@H]([C@H](CC1)C1=CC=CC=C1)C1=CC(=CC=C1)Cl)(F)F (rac-cis-(3,5-bis-trifluoromethyl-phenyl)-[3-(3-chloro-phenyl)-4-phenyl-piperidin-1-yl]-methanone), COCCCN (3-methoxy-propylamine), C1(=C(C=CC=C1)P(C1CCCCC1)C1CCCCC1)C1=CC=CC=C1 (biphenyl-2-yl-dicyclohexyl-phosphane). Product: FC(C=1C=C(C=C(C1)C(F)(F)F)C(=O)N1C[C@H]([C@H](CC1)C1=CC=CC=C1)C1=CC(=CC=C1)NCCCOC)(F)F (Rac-cis-(3,5-Bis-trifluoromethyl-phenyl)-{3-[3-(3-methoxy-propylamino)-phenyl]-4-phenyl-piperidin-1-yl}-methanone). RXN SMILES: [F:1][C:2]([F:35])([F:34])[C:3]1[CH:4]=[C:5]([C:13]([N:15]2[CH2:20][CH2:19][C@H:18]([C:21]3[CH:26]=[CH:25][CH:24]=[CH:23][CH:22]=3)[C@H:17]([C:27]3[CH:32]=[CH:31][CH:30]=[C:29](Cl)[CH:28]=3)[CH2:16]2)=[O:14])[CH:6]=[C:7]([C:9]([F:12])([F:11])[F:10])[CH:8]=1.[CH3:36][O:37][CH2:38][CH2:39][CH2:40][NH2:41].C1(C2C=CC=CC=2)C=CC=CC=1P(C1CCCCC1)C1CCCCC1>>[F:1][C:2]([F:35])([F:34])[C:3]1[CH:4]=[C:5]([C:13]([N:15]2[CH2:20][CH2:19][C@H:18]([C:21]3[CH:26]=[CH:25][CH:24]=[CH:23][CH:22]=3)[C@H:17]([C:27]3[CH:32]=[CH:31][CH:30]=[C:29]([NH:41][CH2:40][CH2:39][CH2:38][O:37][CH3:36])[CH:28]=3)[CH2:16]2)=[O:14])[CH:6]=[C:7]([C:9]([F:12])([F:11])[F:10])[CH:8]=1. Procedure details: The title compound, MS: m/e=565.4 (M+), was prepared in accordance with the general method of example 10 from rac-cis-(3,5-bis-trifluoromethyl-phenyl)-[3-(3-chloro-phenyl)-4-phenyl-piperidin-1-yl]-methanone, 3-methoxy-propylamine and biphenyl-2-yl-dicyclohexyl-phosphane as ligand. Starting materials: COC=1C=C(C=C(C1OC)OC)N (3,4,5-trimethoxybenzenamine), [N+](=O)([O-])C1=CC=C(C(=O)Cl)C=C1 (4-nitrobenzoyl chloride), 3h. Solvent: O (water), N1=CC=CC=C1 (pyridine). Yields the product [N+](=O)([O-])C1=CC=C(C(=O)NC2=CC(=C(C(=C2)OC)OC)OC)C=C1 (4-nitro-N-(3,4,5-trimethoxyphenyl)benzamide). As a reaction SMILES: [CH3:1][O:2][C:3]1[CH:4]=[C:5]([NH2:13])[CH:6]=[C:7]([O:11][CH3:12])[C:8]=1[O:9][CH3:10].[N+:14]([C:17]1[CH:25]=[CH:24][C:20]([C:21](Cl)=[O:22])=[CH:19][CH:18]=1)([O-:16])=[O:15]>N1C=CC=CC=1.O>[N+:14]([C:17]1[CH:18]=[CH:19][C:20]([C:21]([NH:13][C:5]2[CH:6]=[C:7]([O:11][CH3:12])[C:8]([O:9][CH3:10])=[C:3]([O:2][CH3:1])[CH:4]=2)=[O:22])=[CH:24][CH:25]=1)([O-:16])=[O:15]. Reported procedure: To a stirred solution of 3,4,5-trimethoxybenzenamine (16d, 5g, 27.2 mmol) in pyridine as solvent and base to this 4-nitrobenzoyl chloride (17, 5.5g, 29.9 mmol) is added slowly and reflux for 3h, after completion of the reaction, reaction mixture is poured in water, filter and washed with dil HCl and dried to afford compound 4-nitro-N-(3,4,5-trimethoxyphenyl)benzamide (18d). To a stirred solution of amide (18d, 6g, 18.0 mmol) taken in toluene lawessons reagent (5.1g, 12.6 mmol) is added and reflu... Reactants: CC(C)(C)[Si](C)(C)Cl, CCOC(=O)C1CCC(O)CC1, C1CCOC1, CN(C)c1ccncc1, CCOC(C)=O, [Cl-], [NH4+], c1c[nH]cn1. Yields the product CCOC(=O)C1CCC(O[Si](C)(C)C(C)(C)C)CC1. As a reaction SMILES: [C:18]([CH3:19])([CH3:20])([CH3:21])[Si:22]([Cl:23])([CH3:24])[CH3:25].[CH2:1]([CH3:2])[O:3][C:4](=[O:5])[CH:6]1[CH2:7][CH2:8][CH:9]([OH:12])[CH2:10][CH2:11]1.[CH2:26]1[O:27][CH2:28][CH2:29][CH2:30]1.[CH3:31][N:32]([c:33]1[cH:34][cH:35][n:36][cH:37][cH:38]1)[CH3:39].[CH3:40][CH2:41][O:42][C:43](=[O:44])[CH3:45].[Cl-:46].[NH4+:47].[nH:13]1[cH:14][cH:15][n:16][cH:17]1>>[CH2:1]([CH3:2])[O:3][C:4](=[O:5])[CH:6]1[CH2:7][CH2:8][CH:9]([O:12][Si:22]([C:18]([CH3:19])([CH3:20])[CH3:21])([CH3:24])[CH3:25])[CH2:10][CH2:11]1. Product: CCCN(CCC)CCCCN(C)Cc1ccc(C#N)cc1. RXN SMILES: [CH2:1]([CH2:2][CH3:3])[N:4]([CH2:5][CH2:6][CH2:7][CH2:8][NH:9][CH2:10][c:11]1[cH:12][cH:13][c:14]([C:15]#[N:16])[cH:17][cH:18]1)[CH2:19][CH2:20][CH3:21].[CH2:22]=[O:23].[CH3:30][CH2:31][OH:32].[CH:24]([OH:25])=[O:26].[Na+:28].[OH-:27].[OH2:29]>>[CH2:1]([CH2:2][CH3:3])[N:4]([CH2:5][CH2:6][CH2:7][CH2:8][N:9]([CH2:10][c:11]1[cH:12][cH:13][c:14]([C:15]#[N:16])[cH:17][cH:18]1)[CH3:24])[CH2:19][CH2:20][CH3:21]. The reactants are CCCN(CCC)CCCCNCc1ccc(C#N)cc1, C=O, CCO, O=CO, [Na+], [OH-], O. The reactants are NS(=O)(=O)C1=CC=C(C=C1)C(C(=O)OC(C)(C)C)CC (tert-butyl (±)-2-(4-aminosulfonylphenyl)butyrate), ClC=1C=C(C(C(=O)OC)=CC1)NC(=O)OC1=CC=CC=C1 (methyl 4-chloro-2-N-phenoxycarbonylanthranilate). Product: C(C)(C)(C)OC(=O)C(CC)C1=CC=C(C=C1)S(=O)(=O)NC(=O)NC1=C(C(=O)OC)C=CC(=C1)Cl (methyl 2-[({4-[1-(t-butoxycarbonyl)propyl]benzenesulfonylamino}carbonyl)amino]-4-chlorobenzoate). Isolated yield 83.8%. Reaction SMILES: [NH2:1][S:2]([C:5]1[CH:10]=[CH:9][C:8]([CH:11]([CH2:19][CH3:20])[C:12]([O:14][C:15]([CH3:18])([CH3:17])[CH3:16])=[O:13])=[CH:7][CH:6]=1)(=[O:4])=[O:3].[Cl:21][C:22]1[CH:23]=[C:24]([NH:32][C:33](OC2C=CC=CC=2)=[O:34])[C:25](=[CH:30][CH:31]=1)[C:26]([O:28][CH3:29])=[O:27]>>[C:15]([O:14][C:12]([CH:11]([C:8]1[CH:7]=[CH:6][C:5]([S:2]([NH:1][C:33]([NH:32][C:24]2[CH:23]=[C:22]([Cl:21])[CH:31]=[CH:30][C:25]=2[C:26]([O:28][CH3:29])=[O:27])=[O:34])(=[O:3])=[O:4])=[CH:10][CH:9]=1)[CH2:19][CH3:20])=[O:13])([CH3:16])([CH3:18])[CH3:17]. Procedure details: From 1.02 g (3.41 mmol) of tert-butyl (±)-2-(4-aminosulfonylphenyl)butyrate and 1.04 g (3.41 mmol) of methyl 4-chloro-2-N-phenoxycarbonylanthranilate in a manner similar to Preparation Example 1, 1.46 g (yield 84%) of methyl 2-[({4-[1-(t-butoxycarbonyl)propyl]benzenesulfonylamino}carbonyl)amino]-4-chlorobenzoate (property: colorless amorphous, PMR (δppm, CDCl3): 0.89 (3H, t), 1.38 (9H, s), 1.69-1.76 (1H, m), 2.03-2.10 (1H, m), 3.42 (1H, t), 3.94 (3H, s), 7.04 (1H, d), 7.47 (2H, d), 7.93 (1H, d),... Yields the product CC(CO)C1CCC2C3CCC4=C(N)C(=O)CCC4(C)C3CCC12C. Reaction SMILES: [CH3:38][CH2:39][OH:40].[OH:1][CH2:2][CH:3]([CH3:4])[CH:5]1[CH2:6][CH2:7][CH:8]2[CH:9]3[CH2:10][CH2:11][C:12]4=[C:13]([N+:25]([O-:26])=[O:27])[C:14](=[O:24])[CH2:15][CH2:16][C:17]4([CH3:18])[CH:19]3[CH2:20][CH2:21][C:22]12[CH3:23].[cH:28]1[cH:29][c:30]2[c:31]([n:32][cH:33][cH:34][cH:35]2)[cH:36][cH:37]1>>[OH:1][CH2:2][CH:3]([CH3:4])[CH:5]1[CH2:6][CH2:7][CH:8]2[CH:9]3[CH2:10][CH2:11][C:12]4=[C:13]([NH2:25])[C:14](=[O:24])[CH2:15][CH2:16][C:17]4([CH3:18])[CH:19]3[CH2:20][CH2:21][C:22]12[CH3:23]. Reactants: CCO, CC(CO)C1CCC2C3CCC4=C([N+](=O)[O-])C(=O)CCC4(C)C3CCC12C, c1ccc2ncccc2c1. Reactants: CN1C2CC(CC1CC2)N2CCNCC2 (8-methyl-3-piperazin-1-yl-8-aza-bicyclo[3.2.1]octan), NC1=C(C=C(C[C@H](C(=O)O)CC(N2CCC(CC2)N2C(NC3=C(CC2)C=CC=C3)=O)=O)C=C1C(F)(F)F)Cl ((S)-2-(4-amino-3-chloro-5-trifluoromethyl-benzyl)-4-oxo-4-[4-(2-oxo-1,2,4,5-tetrahydro-1,3-benzodiazepin-3-yl)-piperidin-1-yl]-butanoic acid), CN(C)C(=[N+](C)C)ON1C2=C(C=CC=C2)N=N1.[B-](F)(F)(F)F (TBTU), C(C)N(C(C)C)C(C)C (ethyldiisopropylamine), C(=O)([O-])[O-].[K+].[K+] (K2CO3). Run in CN(C)C=O (DMF). Run at time 8 hour. Product: NC1=C(C=C(C[C@H](C(=O)N2CCN(CC2)C2CC3CCC(C2)N3C)CC(=O)N3CCC(CC3)N3C(NC2=C(CC3)C=CC=C2)=O)C=C1C(F)(F)F)Cl ((S)-2-(4-amino-3-chloro-5-trifluoromethyl-benzyl)-1-[4-(8-methyl-8-aza-bicyclo[3.2.1]oct-3-yl)-piperazin-1-yl]-4-[4-(2-oxo-1,2,4,5-tetrahydro-1,3-benzodiazepin-3-yl)-piperidin-1-yl]-butan-1,4-dione). As a reaction SMILES: [CH3:1][N:2]1[CH:7]2[CH2:8][CH2:9][CH:3]1[CH2:4][CH:5]([N:10]1[CH2:15][CH2:14][NH:13][CH2:12][CH2:11]1)[CH2:6]2.[NH2:16][C:17]1[C:48]([C:49]([F:52])([F:51])[F:50])=[CH:47][C:20]([CH2:21][C@@H:22]([CH2:26][C:27](=[O:46])[N:28]2[CH2:33][CH2:32][CH:31]([N:34]3[CH2:40][CH2:39][C:38]4[CH:41]=[CH:42][CH:43]=[CH:44][C:37]=4[NH:36][C:35]3=[O:45])[CH2:30][CH2:29]2)[C:23](O)=[O:24])=[CH:19][C:18]=1[Cl:53].CN(C(ON1N=NC2C=CC=CC1=2)=[N+](C)C)C.[B-](F)(F)(F)F.C(N(C(C)C)C(C)C)C.C([O-])([O-])=O.[K+].[K+]>CN(C=O)C>[NH2:16][C:17]1[C:48]([C:49]([F:51])([F:50])[F:52])=[CH:47][C:20]([CH2:21][C@@H:22]([CH2:26][C:27]([N:28]2[CH2:33][CH2:32][CH:31]([N:34]3[CH2:40][CH2:39][C:38]4[CH:41]=[CH:42][CH:43]=[CH:44][C:37]=4[NH:36][C:35]3=[O:45])[CH2:30][CH2:29]2)=[O:46])[C:23]([N:13]2[CH2:14][CH2:15][N:10]([CH:5]3[CH2:6][CH:7]4[N:2]([CH3:1])[CH:3]([CH2:9][CH2:8]4)[CH2:4]3)[CH2:11][CH2:12]2)=[O:24])=[CH:19][C:18]=1[Cl:53] |f:2.3,5.6.7|. Procedure: 850 mg (2.4 mmol) 8-methyl-3-piperazin-1-yl-8-aza-bicyclo[3.2.1]octan were added to a solution of 1.04 g (1.88 mmol) (S)-2-(4-amino-3-chloro-5-trifluoromethyl-benzyl)-4-oxo-4-[4-(2-oxo-1,2,4,5-tetrahydro-1,3-benzodiazepin-3-yl)-piperidin-1-yl]-butanoic acid, 642 mg (2.0 mmol) TBTU and 1.64 mL (9.6 mmol) ethyldiisopropylamine in 20 mL DMF and the reaction mixture was stirred overnight at RT. The reaction solution was combined with 15% K2CO3 solution, stirred for 10 min at RT, the precipitated sub... Reactants: N(=O)[O-].[Na+] (sodium nitrite), NC=1C(=C(C=C(C1)C(F)(F)F)Cl)Cl (5-amino-3,4-dichloro-α,α,α-trifluorotoluene), Cl (hydrochloric acid). Solvent: O (water). Reaction conditions: temperature 80 celsius. The product is ClC=1C=C(C=C(C1Cl)Cl)C(F)(F)F (3,4,5-trichloro-α,α,α-trifluorotoluene). The yield is 55.0%. Reaction SMILES: N([O-])=O.[Na+].N[C:6]1[C:7]([Cl:17])=[C:8]([Cl:16])[CH:9]=[C:10]([C:12]([F:15])([F:14])[F:13])[CH:11]=1.[ClH:18]>O>[Cl:18][C:6]1[CH:11]=[C:10]([C:12]([F:15])([F:14])[F:13])[CH:9]=[C:8]([Cl:16])[C:7]=1[Cl:17] |f:0.1|. Reported procedure: A solution of sodium nitrite (39 g.) in water (85 ml.) is added over 1 hour to a solution of 5-amino-3,4-dichloro-α,α,α-trifluorotoluene (117.5 g., 0.51 mol) in 1700 ml. concentrated hydrochloric acid at -6° C. and the solution stirred for 1 hour then filtered. The filtrate is added to a solution of cuprous chloride (76.5 g.) in concentrated hydrochloric acid (500 ml.) over 5 minutes at 0° to 8° C. and gradually heated to 80° C. over 80 minutes. The reaction mixture is cooled to 35° C. and extra... Starting materials: CO, Cc1cc(C(=O)CCCCCC(=O)O)cc(C(C)(C)C)c1O, [K+], [OH-]. Product: Cc1cc(CCCCCCC(=O)O)cc(C(C)(C)C)c1O. As a reaction SMILES: [CH3:25][OH:26].[CH3:3][c:4]1[cH:5][c:6]([C:7](=[O:8])[CH2:9][CH2:10][CH2:11][CH2:12][CH2:13][C:14](=[O:15])[OH:16])[cH:17][c:18]([C:21]([CH3:22])([CH3:23])[CH3:24])[c:19]1[OH:20].[K+:2].[OH-:1]>>[CH3:3][c:4]1[cH:5][c:6]([CH2:7][CH2:9][CH2:10][CH2:11][CH2:12][CH2:13][C:14](=[O:15])[OH:16])[cH:17][c:18]([C:21]([CH3:22])([CH3:23])[CH3:24])[c:19]1[OH:20]. Starting materials: NC=1C=CC2=C(C=C(CCO2)C(=O)OCC)C1 (ethyl 2,3-dihydro-7-amino-1-benzoxepin-4-carboxylate), CSSC (dimethyl disulfide), t-butylnitrile, C(C)(=O)OCC (ethyl acetate), O (water). Run in C(C)#N (acetonitrile). Reaction conditions: temperature 50 celsius, time 2.5 hour. The product is CSC=1C=CC2=C(C=C(CCO2)C(=O)OCC)C1 (ethyl 2,3-dihydro-7-methylthio-1-benzoxepin-4-carboxylate). RXN SMILES: N[C:2]1[CH:3]=[CH:4][C:5]2[O:11][CH2:10][CH2:9][C:8]([C:12]([O:14][CH2:15][CH3:16])=[O:13])=[CH:7][C:6]=2[CH:17]=1.[CH3:18][S:19]SC.C(OCC)(=O)C.O>C(#N)C>[CH3:18][S:19][C:2]1[CH:3]=[CH:4][C:5]2[O:11][CH2:10][CH2:9][C:8]([C:12]([O:14][CH2:15][CH3:16])=[O:13])=[CH:7][C:6]=2[CH:17]=1. Reported procedure: The mixture of ethyl 2,3-dihydro-7-amino-1-benzoxepin-4-carboxylate (2.0 g), dimethyl disulfide (2.3 ml) and t-butylnitrile (1.2 ml) in acetonitrile (4 ml) was stirred at 50° C. for 2.5 hours. The mixture was poured into a mixture of ethyl acetate and water. The separated organic layer was washed with water, dried over magnesium sulfate and evaporated in vacuo. The residue was purified by column chromatography on silica gel using a mixture of hexane and toluene (1:1) as an eluent. The eluted fra...